Task: describe an organic reaction: reactants, conditions, products, and yield. Dataset: the Open Reaction Database (ORD), a public repository of structured organic reaction records The reactants are N(=C=O)C1=C(C=C(C(=O)OC)C=C1)C (methyl 4-isocyanato-3-methyl-benzoate), NC(CO)(C)C (2-amino-2-methyl-propan-1-ol). Run in C1CCOC1 (THF), C1CCOC1 (THF). Reaction conditions: time 2 hour. Product: CC(CO)(C)NC(NC1=C(C=C(C(=O)OC)C=C1)C)=O (methyl 4-(3-[1,1-dimethyl-2-hydroxy-ethyl]-ureido)-3-methyl-benzoate). As a reaction SMILES: [N:1]([C:4]1[CH:13]=[CH:12][C:7]([C:8]([O:10][CH3:11])=[O:9])=[CH:6][C:5]=1[CH3:14])=[C:2]=[O:3].[NH2:15][C:16]([CH3:20])([CH3:19])[CH2:17][OH:18]>C1COCC1>[CH3:19][C:16]([NH:15][C:2](=[O:3])[NH:1][C:4]1[CH:13]=[CH:12][C:7]([C:8]([O:10][CH3:11])=[O:9])=[CH:6][C:5]=1[CH3:14])([CH3:20])[CH2:17][OH:18]. Procedure details: 5.70 g (29.8 mmol) methyl 4-isocyanato-3-methyl-benzoate are dissolved in 100 ml THF and a solution of 2.86 ml (30.0 mmol) 2-amino-2-methyl-propan-1-ol in 25 ml THF is added dropwise. The mixture is stirred for 2 hours at ambient temperature and then evaporated down i. vac. The residue is further reacted without any more purification. Starting materials: COC(/C(=C/[C@@H]1C[C@H](C1)C)/NC(=O)OCC1=CC=CC=C1)=O ((Z)-2-benzyloxycarbonylamino-3-(trans-3-methyl-cyclobutyl)-acrylic acid methyl ester), [H][H] (hydrogen). The reagents and catalysts are [Pd] (palladium on activated carbon). Run in CO (methanol). Conditions: time 1.5 hour. Product: COC(C(C[C@@H]1C[C@H](C1)C)N)=O (2-amino-3-(trans-3-methyl-cyclobutyl)-propionic acid methyl ester). The yield is 87.3%. RXN SMILES: [CH3:1][O:2][C:3](=[O:22])/[C:4](/[NH:11]C(OCC1C=CC=CC=1)=O)=[CH:5]/[C@H:6]1[CH2:9][C@H:8]([CH3:10])[CH2:7]1.[H][H]>[Pd].CO>[CH3:1][O:2][C:3](=[O:22])[CH:4]([NH2:11])[CH2:5][C@H:6]1[CH2:7][C@H:8]([CH3:10])[CH2:9]1. Procedure: In a Parr shaker bottle was placed (Z)-2-benzyloxycarbonylamino-3-(trans-3-methyl-cyclobutyl)-acrylic acid methyl ester (300 mg, 0.99 mmol), methanol (10 mL) and 10% palladium on activated carbon (60 mg). The mixture was placed on the Parr hydrogenator and charged with 40 psi hydrogen pressure and shaken for 1.5 h. After such time, the catalyst was filtered off through a plug of celite and the filterate concentrated in vacuo to afford 2-amino-3-(trans-3-methyl-cyclobutyl)-propionic acid methyl e... Starting materials: COc1ccc(C2=CC(=Nc3c(C)cc(C)cc3C)N(C)CN2)cc1OC, CC(=O)OC(C)=O, O, c1ccncc1. Product: COc1ccc(C2=CC(=Nc3c(C)cc(C)cc3C)N(C)CN2C(C)=O)cc1OC. Reaction SMILES: [CH3:1][O:2][c:3]1[cH:4][c:5]([C:11]2=[CH:12][C:13](=[N:18][c:19]3[c:20]([CH3:27])[cH:21][c:22]([CH3:26])[cH:23][c:24]3[CH3:25])[N:14]([CH3:17])[CH2:15][NH:16]2)[cH:6][cH:7][c:8]1[O:9][CH3:10].[CH3:28][C:29](=[O:30])[O:31][C:32](=[O:33])[CH3:34].[OH2:35].[cH:36]1[cH:37][cH:38][n:39][cH:40][cH:41]1>>[CH3:1][O:2][c:3]1[cH:4][c:5]([C:11]2=[CH:12][C:13](=[N:18][c:19]3[c:20]([CH3:27])[cH:21][c:22]([CH3:26])[cH:23][c:24]3[CH3:25])[N:14]([CH3:17])[CH2:15][N:16]2[C:29]([CH3:28])=[O:30])[cH:6][cH:7][c:8]1[O:9][CH3:10]. Starting materials: N(CCO)CCO (Diethanolamine), B([C@H]1C[C@@H]2C[C@H]([C@@H]1C)C2(C)C)([C@H]3C[C@@H]4C[C@H]([C@@H]3C)C4(C)C)Cl ((+)-β-chlorodiisopinocamphenylborane), CC(C)(C)NS(=O)(=O)C1=CC=2C(CN(S(C2S1)(=O)=O)CCCCOC)=O (N-(1,1-Dimethylethyl)-3,4-dihydro-2-(4-methoxybutyl)-4-oxo-2H-thieno[3,2-e]-1,2-thiazine-6-sulfonamide 1,1-dioxide). Run in C(C)(=O)OCC (ethyl acetate), C1CCOC1 (THF), C1CCOC1 (THF). Run at time 40 hour. The product is CC(C)(C)NS(=O)(=O)C1=CC=2[C@@H](CN(S(C2S1)(=O)=O)CCCCOC)O ((S)-N-(1,1-Dimethylethyl)-3,4-dihydro-4-hydroxy-2-(4-methoxybutyl)-2H-thieno[3,2-e]-1,2-thiazine-6-sulfonamide 1,1-dioxide). The yield is 88.3%. Reaction SMILES: B(Cl)([C@@H]1[C@@H](C)[C@@H]2C(C)(C)[C@@H](C2)C1)[C@@H]1[C@@H](C)[C@@H]2C(C)(C)[C@@H](C2)C1.[CH3:23][C:24]([NH:27][S:28]([C:31]1[S:39][C:38]2[S:37](=[O:41])(=[O:40])[N:36]([CH2:42][CH2:43][CH2:44][CH2:45][O:46][CH3:47])[CH2:35][C:34](=[O:48])[C:33]=2[CH:32]=1)(=[O:30])=[O:29])([CH3:26])[CH3:25].N(CCO)CCO>C1COCC1.C(OCC)(=O)C>[CH3:26][C:24]([NH:27][S:28]([C:31]1[S:39][C:38]2[S:37](=[O:40])(=[O:41])[N:36]([CH2:42][CH2:43][CH2:44][CH2:45][O:46][CH3:47])[CH2:35][C@@H:34]([OH:48])[C:33]=2[CH:32]=1)(=[O:30])=[O:29])([CH3:23])[CH3:25]. Procedure details: To a solution of (+)-β-chlorodiisopinocamphenylborane (28.01 g, 0.087 mol) in THF (60 mL) at -20° C. was added a solution of the product from Step B (7.4 g, 0.017 mol) in THF (90 mL); this mixture was stirred for 40 hr while maintaining this temperature. Diethanolamine (9.13 g, 0.087 mol) was added to the reaction mixture which was allowed to warm to room temperature and stirred at this temperature for 2 hr. Evaporation of the THF gave a residue which was dissolved in ethyl acetate (100 mL); thi... Starting materials: COC(\C=C\C=1C=C2C(CC3(CCN(CC3)C(=O)OC(C)(C)C)OC2=CC1)=O)=O ((E)-3-{1′-tert-butoxycarbonyl-4-oxo-spiro[chromane-2,4′-piperidine]-6-yl}-acrylic acid methyl ester), C(C1=CC=CC=C1)N1CCC2(NC3=CC=C(C=C3C(N2)=O)Br)CC1 (1-benzyl-6′-bromo-3′,4′-dihydro-spiro[piperidine-4,2′(1′H)-quinazoline]-4′-one), C(C=C)(=O)OC(C)(C)C (tert-butyl acrylate). The product is C(C)(C)(C)OC(\C=C\C=1C=C2C(NC3(NC2=CC1)CCN(CC3)CC3=CC=CC=C3)=O)=O ((E)-3-{1-Benzyl-3′,4′-dihydro-4′-oxo-spiro[piperidine-4,2′(1′H)-quinazoline]-6′-yl}-acrylic acid tert-butyl ester), product. As a reaction SMILES: [CH2:1]([N:8]1[CH2:24][CH2:23][C:11]2([NH:20][C:19](=[O:21])[C:18]3[C:13](=[CH:14][CH:15]=[C:16](Br)[CH:17]=3)[NH:12]2)[CH2:10][CH2:9]1)[C:2]1[CH:7]=[CH:6][CH:5]=[CH:4][CH:3]=1.[C:25]([O:29][C:30]([CH3:33])([CH3:32])[CH3:31])(=[O:28])[CH:26]=[CH2:27].COC(=O)/C=C/C1C=C2C(=CC=1)OC1(CCN(C(OC(C)(C)C)=O)CC1)CC2=O>>[C:30]([O:29][C:25](=[O:28])/[CH:26]=[CH:27]/[C:16]1[CH:17]=[C:18]2[C:13](=[CH:14][CH:15]=1)[NH:12][C:11]1([CH2:23][CH2:24][N:8]([CH2:1][C:2]3[CH:7]=[CH:6][CH:5]=[CH:4][CH:3]=3)[CH2:9][CH2:10]1)[NH:20][C:19]2=[O:21])([CH3:33])([CH3:32])[CH3:31]. Procedure: (E)-3-{1-Benzyl-3′,4′-dihydro-4′-oxo-spiro[piperidine-4,2′(1′H)-quinazoline]-6′-yl}-acrylic acid tert-butyl ester was synthesized starting from 1-benzyl-6′-bromo-3′,4′-dihydro-spiro[piperidine-4,2′(1′H)-quinazoline]-4′-one (600 mg, 1.55 mmol) and tert-butyl acrylate according to the procedure described for Intermediate 1, Step B, giving 486 mg of the product. Reactants: solution, [F-].C(CCC)[N+](CCCC)(CCCC)CCCC (tetrabutylammonium fluoride), O1CCCC1 (tetrahydrofuran), COC(CC1=C(C=C(C=C1)C1=C(C=C(C=C1)C(CC)(C1=CC(=C(C=C1)C#CC1(CCCCC1)O[Si](C)(C)C)C)CC)C)F)=O ((4′-{1-ethyl-1-[3-methyl-4-(1-trimethylsilanyloxy-cyclohexylethynyl)-phenyl]-propyl}-3-fluoro-2′-methyl-biphenyl-4-yl)acetic acid methyl ester), [Cl-].[NH4+] (ammonium chloride). Run at time 40 minute. Yields the product COC(CC1=C(C=C(C=C1)C1=C(C=C(C=C1)C(CC)(C1=CC(=C(C=C1)C#CC1(CCCCC1)O)C)CC)C)F)=O ((4′-{1-ethyl-1-[4-(1-hydroxy-cyclohexylethynyl)-3-methyl-phenyl]-propyl}-3-fluoro-2′-methyl-biphenyl-4-yl)-acetic Acid Methyl Ester). Yield: 92.8%. As a reaction SMILES: [F-].C([N+](CCCC)(CCCC)CCCC)CCC.O1CCCC1.[CH3:24][O:25][C:26](=[O:67])[CH2:27][C:28]1[CH:33]=[CH:32][C:31]([C:34]2[CH:39]=[CH:38][C:37]([C:40]([CH2:63][CH3:64])([C:43]3[CH:48]=[CH:47][C:46]([C:49]#[C:50][C:51]4([O:57][Si](C)(C)C)[CH2:56][CH2:55][CH2:54][CH2:53][CH2:52]4)=[C:45]([CH3:62])[CH:44]=3)[CH2:41][CH3:42])=[CH:36][C:35]=2[CH3:65])=[CH:30][C:29]=1[F:66].[Cl-].[NH4+]>>[CH3:24][O:25][C:26](=[O:67])[CH2:27][C:28]1[CH:33]=[CH:32][C:31]([C:34]2[CH:39]=[CH:38][C:37]([C:40]([CH2:63][CH3:64])([C:43]3[CH:48]=[CH:47][C:46]([C:49]#[C:50][C:51]4([OH:57])[CH2:56][CH2:55][CH2:54][CH2:53][CH2:52]4)=[C:45]([CH3:62])[CH:44]=3)[CH2:41][CH3:42])=[CH:36][C:35]=2[CH3:65])=[CH:30][C:29]=1[F:66] |f:0.1,4.5|. Procedure details: A 1 M solution of tetrabutylammonium fluoride in tetrahydrofuran (0.105 mL, 0.105 mmol) was added to (4′-{1-ethyl-1-[3-methyl-4-(1-trimethylsilanyloxy-cyclohexylethynyl)-phenyl]-propyl}-3-fluoro-2′-methyl-biphenyl-4-yl)acetic acid methyl ester (Example 97-(1); 54.0 mg, 0.0881 mmol), and the mixture was stirred for 40 minutes. A saturated aqueous ammonium chloride solution was added to the reaction mixture, followed by extraction with diethyl ether. The organic layer was washed with water, dried ... The reactants are ClC=1C=C(C(=O)F)C=CC1OC(F)(F)F (3-chloro-4-trifluoromethoxybenzoyl fluoride), N (ammonia). Run at time 30 minute. Product: ClC=1C=C(C(=O)N)C=CC1OC(F)(F)F (3-Chloro-4-trifluoromethoxy-benzamide). Reaction SMILES: [Cl:1][C:2]1[CH:3]=[C:4]([CH:8]=[CH:9][C:10]=1[O:11][C:12]([F:15])([F:14])[F:13])[C:5](F)=[O:6].[NH3:16]>>[Cl:1][C:2]1[CH:3]=[C:4]([CH:8]=[CH:9][C:10]=1[O:11][C:12]([F:15])([F:14])[F:13])[C:5]([NH2:16])=[O:6]. Reported procedure: 242.5 g (1 mole) of 3-chloro-4-trifluoromethoxybenzoyl fluoride were allowed to drip into 500 ml of 25% strength by weight aqueous ammonia solution with ice cooling, the mixture was then stirred for a further 30 minutes and the precipitate which deposited was filtered off with suction. 227 g of product having a melting point of 98° C. were obtained. This corresponds to a crude yield of 95% of theory. The reactants are BrCC1=CC=C(C#N)C=C1 (4-bromomethylbenzonitrile), CNCCO (N-methylethanolamine). Solvent: C=1(C(=CC=CC1)C)C (xylene). Reaction conditions: time 7 hour. Product: OCCN(C)CC1=CC=C(C#N)C=C1 (4-[N-(2-hydroxyethyl)-N-methylaminomethyl]benzonitrile). RXN SMILES: Br[CH2:2][C:3]1[CH:10]=[CH:9][C:6]([C:7]#[N:8])=[CH:5][CH:4]=1.[CH3:11][NH:12][CH2:13][CH2:14][OH:15]>C1(C)C(C)=CC=CC=1>[OH:15][CH2:14][CH2:13][N:12]([CH2:2][C:3]1[CH:10]=[CH:9][C:6]([C:7]#[N:8])=[CH:5][CH:4]=1)[CH3:11]. Procedure details: A mixture of 4-bromomethylbenzonitrile (49.7 g), N-methylethanolamine (19.0 g) and xylene (100 ml) was boiled under reflux with stirring for 7 hours and then worked up as described in the previous example to give an oil which was distilled at 142°-146° C. at 0.5 mbar to give 4-[N-(2-hydroxyethyl)-N-methylaminomethyl]benzonitrile as an oil. The reactants are CC(=O)c1ccc(B(O)O)cc1, O=C(OCc1ccccc1)c1cc(Cl)nc2ccccc12, C1COCCO1, [K+], [K+], [K+], O=P([O-])([O-])[O-]. Yields the product CC(=O)c1ccc(-c2cc(C(=O)OCc3ccccc3)c3ccccc3n2)cc1. As a reaction SMILES: [C:9]([CH3:10])(=[O:11])[c:12]1[cH:13][cH:14][c:15]([B:18]([OH:19])[OH:20])[cH:16][cH:17]1.[CH2:21]([c:22]1[cH:23][cH:24][cH:25][cH:26][cH:27]1)[O:28][C:29](=[O:30])[c:31]1[cH:32][c:33]([Cl:41])[n:34][c:35]2[cH:36][cH:37][cH:38][cH:39][c:40]12.[CH2:42]1[O:43][CH2:44][CH2:45][O:46][CH2:47]1.[K+:6].[K+:7].[K+:8].[P:1]([O-:2])([O-:3])([O-:4])=[O:5]>>[C:9]([CH3:10])(=[O:11])[c:12]1[cH:13][cH:14][c:15](-[c:33]2[cH:32][c:31]([C:29]([O:28][CH2:21][c:22]3[cH:23][cH:24][cH:25][cH:26][cH:27]3)=[O:30])[c:40]3[c:35]([n:34]2)[cH:36][cH:37][cH:38][cH:39]3)[cH:16][cH:17]1.